This data is from the Open Reaction Database (ORD), a public repository of structured organic reaction records. The task is: describe an organic reaction: reactants, conditions, products, and yield Starting materials: CC(C)(C)n1nc(CCC=O)cc1-c1ccc(Cl)cc1, CCN(C(C)C)C(C)C, Fc1ccccc1N1CCNCC1. Yields the product CC(C)(C)n1nc(CCCN2CCN(c3ccccc3F)CC2)cc1-c1ccc(Cl)cc1. Reaction SMILES: [C:1]([CH3:2])([CH3:3])([CH3:4])[n:5]1[n:6][c:7]([CH2:17][CH2:18][CH:19]=[O:20])[cH:8][c:9]1-[c:10]1[cH:11][cH:12][c:13]([Cl:16])[cH:14][cH:15]1.[CH:34]([N:35]([CH2:36][CH3:37])[CH:38]([CH3:39])[CH3:40])([CH3:41])[CH3:42].[F:21][c:22]1[c:23]([N:28]2[CH2:29][CH2:30][NH:31][CH2:32][CH2:33]2)[cH:24][cH:25][cH:26][cH:27]1>>[C:1]([CH3:2])([CH3:3])([CH3:4])[n:5]1[n:6][c:7]([CH2:17][CH2:18][CH2:19][N:31]2[CH2:30][CH2:29][N:28]([c:23]3[c:22]([F:21])[cH:27][cH:26][cH:25][cH:24]3)[CH2:33][CH2:32]2)[cH:8][c:9]1-[c:10]1[cH:11][cH:12][c:13]([Cl:16])[cH:14][cH:15]1. Starting materials: CN(C)C=O (DMF), Cl.C(C1=CC=CC=C1)(=N)N (benzamidine hydrochloride), C([O-])([O-])=O.[K+].[K+] (potassium carbonate), CN(C)C=O (DMF), ice water. Reaction conditions: temperature 60 celsius, time 3 hour. Product: C1(=CC=CC=C1)C=1NC=C(N1)C1=CC=C(C=C1)OC (2-phenyl-4-(4-methoxyphenyl)imidazole). Reaction SMILES: Cl.[C:2]([NH2:10])(=N)[C:3]1[CH:8]=[CH:7][CH:6]=[CH:5][CH:4]=1.[C:11](=[O:14])([O-])[O-].[K+].[K+].C[N:18]([CH:20]=O)[CH3:19]>>[C:3]1([C:19]2[NH:18][CH:20]=[C:2]([C:3]3[CH:4]=[CH:5][C:6]([O:14][CH3:11])=[CH:7][CH:8]=3)[N:10]=2)[CH:8]=[CH:7][CH:6]=[CH:5][CH:4]=1 |f:0.1,2.3.4|. Reported procedure: To a solution of benzamidine hydrochloride (31.22 g, 0.2 mmol, 1.17 eq.) in 250 ml of DMF is added potassium carbonate (69 g, 0.5 mol). 2-bromo-4′-methoxyacetophnone is dissolved in 200 ml of DMF and added to the reaction flask dropwise at 55° C. After the addition, the reaction mixture is stirred at 60° C. for 3 h, then cooled to room temperature and poured into 1000 ml of ice-water, the mixture is extracted with ethyl acetate (150 ml×4), washed with water and brine, dried over sodium sulfate, ... Starting materials: CS(C)=O, CCN(C(C)C)C(C)C, CC(C)N1CCC(c2nc3cc(-c4ccc(F)cc4F)nc(Cl)n3n2)CC1, Cl, Cl, N#Cc1ccc(NC2CCCNC2)nc1. Product: CC(C)N1CCC(c2nc3cc(-c4ccc(F)cc4F)nc(N4CCCC(Nc5ccc(C#N)cn5)C4)n3n2)CC1. As a reaction SMILES: [CH3:54][S:55]([CH3:56])=[O:57].[CH:45]([N:46]([CH2:47][CH3:48])[CH:49]([CH3:50])[CH3:51])([CH3:52])[CH3:53].[Cl:2][c:3]1[n:4][c:5](-[c:21]2[c:22]([F:28])[cH:23][c:24]([F:27])[cH:25][cH:26]2)[cH:6][c:7]2[n:8]1[n:9][c:10]([CH:12]1[CH2:13][CH2:14][N:15]([CH:18]([CH3:19])[CH3:20])[CH2:16][CH2:17]1)[n:11]2.[ClH:1].[ClH:29].[NH:30]1[CH2:31][CH:32]([NH:36][c:37]2[cH:38][cH:39][c:40]([C:43]#[N:44])[cH:41][n:42]2)[CH2:33][CH2:34][CH2:35]1>>[c:3]1([N:30]2[CH2:31][CH:32]([NH:36][c:37]3[cH:38][cH:39][c:40]([C:43]#[N:44])[cH:41][n:42]3)[CH2:33][CH2:34][CH2:35]2)[n:4][c:5](-[c:21]2[c:22]([F:28])[cH:23][c:24]([F:27])[cH:25][cH:26]2)[cH:6][c:7]2[n:8]1[n:9][c:10]([CH:12]1[CH2:13][CH2:14][N:15]([CH:18]([CH3:19])[CH3:20])[CH2:16][CH2:17]1)[n:11]2. Reactants: CC(=O)OC1CSC(Oc2ccc(Br)nc2)C(OC(C)=O)C1OC(C)=O, Cc1ccc(B(O)O)cn1. Product: CC(=O)OC1CSC(Oc2ccc(-c3ccc(C)nc3)nc2)C(OC(C)=O)C1OC(C)=O. RXN SMILES: [C:1]([CH3:2])(=[O:3])[O:4][CH:5]1[CH:6]([O:7][c:8]2[cH:9][n:10][c:11]([Br:14])[cH:12][cH:13]2)[S:15][CH2:16][CH:17]([O:23][C:24]([CH3:25])=[O:26])[CH:18]1[O:19][C:20]([CH3:21])=[O:22].[CH3:27][c:28]1[cH:29][cH:30][c:31]([B:34]([OH:35])[OH:36])[cH:32][n:33]1>>[C:1]([CH3:2])(=[O:3])[O:4][CH:5]1[CH:6]([O:7][c:8]2[cH:9][n:10][c:11](-[c:31]3[cH:30][cH:29][c:28]([CH3:27])[n:33][cH:32]3)[cH:12][cH:13]2)[S:15][CH2:16][CH:17]([O:23][C:24]([CH3:25])=[O:26])[CH:18]1[O:19][C:20]([CH3:21])=[O:22]. Reactants: O=[Ag], CI, CC(C)(NC(=O)c1cc(Cl)cc(Cl)c1)C(=O)CO. Yields the product COCC(=O)C(C)(C)NC(=O)c1cc(Cl)cc(Cl)c1. RXN SMILES: [Ag:21]=[O:22].[CH3:19][I:20].[CH3:1][C:2]([C:3](=[O:4])[CH2:5][OH:6])([CH3:7])[NH:8][C:9]([c:10]1[cH:11][c:12]([Cl:17])[cH:13][c:14]([Cl:16])[cH:15]1)=[O:18]>>[CH3:1][C:2]([C:3](=[O:4])[CH2:5][O:6][CH3:19])([CH3:7])[NH:8][C:9]([c:10]1[cH:11][c:12]([Cl:17])[cH:13][c:14]([Cl:16])[cH:15]1)=[O:18]. Reactants: Cl, O=N[O-], CONC(=O)c1ccc(C)c(N)c1, [Na+], C1COCCO1, O, Cl[Sn]Cl. Yields the product CONC(=O)c1ccc(C)c(NN)c1. RXN SMILES: [ClH:28].[N:14]([O-:15])=[O:16].[NH2:1][c:2]1[cH:3][c:4]([C:5](=[O:6])[NH:7][O:8][CH3:9])[cH:10][cH:11][c:12]1[CH3:13].[Na+:17].[O:21]1[CH2:22][CH2:23][O:24][CH2:25][CH2:26]1.[OH2:27].[Sn:18]([Cl:19])[Cl:20]>>[NH:1]([c:2]1[cH:3][c:4]([C:5](=[O:6])[NH:7][O:8][CH3:9])[cH:10][cH:11][c:12]1[CH3:13])[NH2:14]. Reactants: O=C([O-])[O-], CCOC(=O)c1cc(OCc2ccccc2)ccc1O, CC(C)=O, CCOCC, O=S(=O)(OCC(F)(F)F)C(F)(F)F, [K+], [K+], O. Product: CCOC(=O)c1cc(OCc2ccccc2)ccc1OCC(F)(F)F. As a reaction SMILES: [C:25](=[O:26])([O-:27])[O-:28].[CH2:5]([c:6]1[cH:7][cH:8][cH:9][cH:10][cH:11]1)[O:12][c:13]1[cH:14][cH:15][c:16]([OH:24])[c:17]([C:18](=[O:19])[O:20][CH2:21][CH3:22])[cH:23]1.[CH3:1][C:2](=[O:3])[CH3:4].[CH3:45][CH2:46][O:47][CH2:48][CH3:49].[F:31][C:32]([F:33])([F:34])[S:35]([O:36][CH2:37][C:38]([F:39])([F:40])[F:41])(=[O:42])=[O:43].[K+:29].[K+:30].[OH2:44]>>[CH2:5]([c:6]1[cH:7][cH:8][cH:9][cH:10][cH:11]1)[O:12][c:13]1[cH:14][cH:15][c:16]([O:24][CH2:37][C:38]([F:39])([F:40])[F:41])[c:17]([C:18](=[O:19])[O:20][CH2:21][CH3:22])[cH:23]1. Reported procedure: A round-bottom flask, containing a solution of methyl 3-(N′-hydroxycarbamimidoyl)-4-methylbenzoate (compound 1.8, 8 g, 36.50 mmol, 1.00 equiv, 95%) in methanol (150 mL) was purged with nitrogen gas. To the solution was added palladium on carbon (9 g, 10%, 60% water) and the flask was then further purged with nitrogen gas. The atmosphere was then changed to hydrogen and the mixture was stirred overnight at 25° C. under a balloon. After purging the system with nitrogen, the solids were removed by ... As a reaction SMILES: O[N:2]=[C:3]([C:5]1[CH:6]=[C:7]([CH:12]=[CH:13][C:14]=1[CH3:15])[C:8]([O:10][CH3:11])=[O:9])[NH2:4]>CO>[C:3]([C:5]1[CH:6]=[C:7]([CH:12]=[CH:13][C:14]=1[CH3:15])[C:8]([O:10][CH3:11])=[O:9])(=[NH:2])[NH2:4]. Starting materials: ON=C(N)C=1C=C(C(=O)OC)C=CC1C (methyl 3-(N′-hydroxycarbamimidoyl)-4-methylbenzoate), ON=C(N)C=1C=C(C(=O)OC)C=CC1C (methyl 3-(N′-hydroxycarbamimidoyl)-4-methylbenzoate). Run in CO (methanol). Conditions: temperature 25 celsius, time 8 hour. Isolated yield 57.0%. The product is C(N)(=N)C=1C=C(C(=O)OC)C=CC1C (Methyl 3-carbamimidoyl-4-methylbenzoate). Reactants: C(=O)C=O (Glyoxal), [OH-].[NH4+] (ammonium hydroxide), ClC1=CC=CC(=N1)C=O (6-chloro-pyridine-2-carbaldehyde), ClC1=NC(=CC=C1)C (2-chloro-6-methyl-pyridine). Run in CO (MeOH). Product: ClC1=NC(=CC=C1)C=1NC=CN1 (2-chloro-6-(1H-imidazol-2-yl)-pyridine). Reaction SMILES: C(C=O)=O.[OH-].[NH4+:6].[Cl:7][C:8]1[N:13]=[C:12]([CH:14]=O)[CH:11]=[CH:10][CH:9]=1.ClC1C=CC=[C:19]([CH3:23])[N:18]=1>CO>[Cl:7][C:8]1[CH:9]=[CH:10][CH:11]=[C:12]([C:14]2[NH:6][CH:23]=[CH:19][N:18]=2)[N:13]=1 |f:1.2|. Reported procedure: Glyoxal (40% w/w H2O, 20 mL) and ammonium hydroxide (con. 40 mL) are added to a solution of 6-chloro-pyridine-2-carbaldehyde (0.127 mol; prepared from 2-chloro-6-methyl-pyridine essentially as described by Vacher et al. (1998) J. Med. Chem. 41:5080) in MeOH (620 mL) at 0° C. The mixture is allowed to warm gradually to room temperature over an 18 hour period. The solvent is removed. Water (125 mL) is added to the residue and the mixture is extracted with methylene chloride (5×150 mL). The combine...